This data is from the Open Reaction Database (ORD), a public repository of structured organic reaction records. The task is: describe an organic reaction: reactants, conditions, products, and yield Reactants: F[B-](F)(F)F, COC(=O)C1(c2ccc(C(=O)O)cc2)CC1, Nc1cc(N2CCOCC2)n2nccc2n1, c1ccncc1, CN(C)C(On1nnc2ccccc21)=[N+](C)C. Product: COC(=O)C1(c2ccc(C(=O)Nc3cc(N4CCOCC4)n4nccc4n3)cc2)CC1. As a reaction SMILES: [B-:33]([F:34])([F:35])([F:36])[F:37].[CH3:17][O:18][C:19](=[O:20])[C:21]1([c:24]2[cH:25][cH:26][c:27]([C:28](=[O:29])[OH:30])[cH:31][cH:32]2)[CH2:22][CH2:23]1.[O:1]1[CH2:2][CH2:3][N:4]([c:7]2[cH:8][c:9]([NH2:16])[n:10][c:11]3[n:12]2[n:13][cH:14][cH:15]3)[CH2:5][CH2:6]1.[cH:55]1[cH:56][cH:57][n:58][cH:59][cH:60]1.[n:38]1([O:39][C:40]([N:41]([CH3:42])[CH3:43])=[N+:44]([CH3:45])[CH3:46])[c:47]2[cH:48][cH:49][cH:50][cH:51][c:52]2[n:53][n:54]1>>[O:1]1[CH2:2][CH2:3][N:4]([c:7]2[cH:8][c:9]([NH:16][C:28]([c:27]3[cH:26][cH:25][c:24]([C:21]4([C:19]([O:18][CH3:17])=[O:20])[CH2:22][CH2:23]4)[cH:32][cH:31]3)=[O:29])[n:10][c:11]3[n:12]2[n:13][cH:14][cH:15]3)[CH2:5][CH2:6]1. Reactants: OCCN1C=NC=C1C1=C(C=CC=C1)O (2-(1-(2-hydroxyethyl)-1H-imidazol-5-yl)phenol), C1=CC=C(C=C1)P(C2=CC=CC=C2)C3=CC=CC=C3 (PPh3), CCOC(=O)/N=N/C(=O)OCC (DEAD). The solvent is C1CCOC1 (THF). Conditions: time 8 hour. Yields the product C=1N=CN2CCOC3=C(C21)C=CC=C3 (5,6-Dihydrobenzo[f]imidazo[1,5-d][1,4]oxazepine). Isolated yield 84.0%. RXN SMILES: O[CH2:2][CH2:3][N:4]1[C:8]([C:9]2[CH:14]=[CH:13][CH:12]=[CH:11][C:10]=2[OH:15])=[CH:7][N:6]=[CH:5]1.C1C=CC(P(C2C=CC=CC=2)C2C=CC=CC=2)=CC=1.CCOC(/N=N/C(OCC)=O)=O>C1COCC1>[CH:7]1[N:6]=[CH:5][N:4]2[C:8]=1[C:9]1[CH:14]=[CH:13][CH:12]=[CH:11][C:10]=1[O:15][CH2:2][CH2:3]2. Procedure details: To a stirred solution of 2-(1-(2-hydroxyethyl)-1H-imidazol-5-yl)phenol (103.0 mg, 0.5 mmol) and PPh3 (157.0 mg, 0.6 mmol) in THF (4 mL) at 0° C., was added DEAD (0.22 mL, 40% solution in toluene, 0.75 mmol). The resulting yellow solution was allowed to warm to rt and stirred overnight. The solvent was removed under reduced pressure and the crude residue was purified by flash column chromatography on silica gel to afford the desired product in 84% yield. 1H NMR: 4.35-4.45 (m, 4H), 6.94-7.05 (m, 2... Starting materials: CCOC(C)=O, COC(=O)CNC(=O)c1cc(Cl)c(Oc2ccncc2C(=O)N2CCN(C3CC3)c3ccccc32)cc1Cl, CCCCCCC, COC(=O)CCCN. Yields the product COC(=O)CCCNC(=O)c1cc(Cl)c(Oc2ccncc2C(=O)N2CCN(C3CC3)c3ccccc32)cc1Cl. RXN SMILES: [C:47]([O:48][CH2:49][CH3:50])(=[O:51])[CH3:52].[CH3:1][O:2][C:3]([CH2:4][NH:5][C:6]([c:7]1[c:8]([Cl:36])[cH:9][c:10]([O:14][c:15]2[c:16]([C:21](=[O:22])[N:23]3[CH2:24][CH2:25][N:26]([CH:33]4[CH2:34][CH2:35]4)[c:27]4[cH:28][cH:29][cH:30][cH:31][c:32]43)[cH:17][n:18][cH:19][cH:20]2)[c:11]([Cl:13])[cH:12]1)=[O:37])=[O:38].[CH3:53][CH2:54][CH2:55][CH2:56][CH2:57][CH2:58][CH3:59].[NH2:39][CH2:40][CH2:41][CH2:42][C:43](=[O:44])[O:45][CH3:46]>>[CH2:4]([NH:5][C:6]([c:7]1[c:8]([Cl:36])[cH:9][c:10]([O:14][c:15]2[c:16]([C:21](=[O:22])[N:23]3[CH2:24][CH2:25][N:26]([CH:33]4[CH2:34][CH2:35]4)[c:27]4[cH:28][cH:29][cH:30][cH:31][c:32]43)[cH:17][n:18][cH:19][cH:20]2)[c:11]([Cl:13])[cH:12]1)=[O:37])[CH2:41][CH2:42][C:43](=[O:44])[O:45][CH3:46].